The task is: describe an organic reaction: reactants, conditions, products, and yield. This data is from the Open Reaction Database (ORD), a public repository of structured organic reaction records. Product: OC(c1ccccc1)(c1ncn(CC2CCNCC2)n1)C1CCCCC1. Reaction SMILES: [C:1]([O:2][C:3](=[O:4])[N:8]1[CH2:9][CH2:10][CH:11]([CH2:14][n:15]2[n:16][c:17]([C:20]([c:21]3[cH:22][cH:23][cH:24][cH:25][cH:26]3)([OH:27])[CH:28]3[CH2:29][CH2:30][CH2:31][CH2:32][CH2:33]3)[n:18][cH:19]2)[CH2:12][CH2:13]1)([CH3:5])([CH3:6])[CH3:7].[Cl:35][CH2:36][Cl:37].[ClH:34]>>[NH:8]1[CH2:9][CH2:10][CH:11]([CH2:14][n:15]2[n:16][c:17]([C:20]([c:21]3[cH:22][cH:23][cH:24][cH:25][cH:26]3)([OH:27])[CH:28]3[CH2:29][CH2:30][CH2:31][CH2:32][CH2:33]3)[n:18][cH:19]2)[CH2:12][CH2:13]1. The reactants are CC(C)(C)OC(=O)N1CCC(Cn2cnc(C(O)(c3ccccc3)C3CCCCC3)n2)CC1, ClCCl, Cl. The reactants are CI, CCO, Cc1nc(=O)[nH]cc1Cl, [K+], [Na], [OH-]. Product: Cc1nc(=O)n(C)cc1Cl. As a reaction SMILES: [CH3:11][I:12].[CH3:15][CH2:16][OH:17].[CH3:2][c:3]1[n:4][c:5](=[O:10])[nH:6][cH:7][c:8]1[Cl:9].[K+:14].[Na:1].[OH-:13]>>[CH3:2][c:3]1[n:4][c:5](=[O:10])[n:6]([CH3:11])[cH:7][c:8]1[Cl:9]. Starting materials: Clc1ccc2[nH]cc(C3CCNCC3)c2c1, C1COCCO1, CN(C)C1(c2ccccc2)CCC(CNC(=O)Oc2ccccc2)CC1. Yields the product CN(C)C1(c2ccccc2)CCC(CNC(=O)N2CCC(c3c[nH]c4ccc(Cl)cc34)CC2)CC1. As a reaction SMILES: [Cl:27][c:28]1[cH:29][c:30]2[c:31]([CH:37]3[CH2:38][CH2:39][NH:40][CH2:41][CH2:42]3)[cH:32][nH:33][c:34]2[cH:35][cH:36]1.[O:43]1[CH2:44][CH2:45][O:46][CH2:47][CH2:48]1.[c:1]1([O:7][C:8](=[O:2])[NH:9][CH2:10][CH:11]2[CH2:12][CH2:13][C:14]([c:17]3[cH:18][cH:19][cH:20][cH:21][cH:22]3)([N:23]([CH3:24])[CH3:25])[CH2:15][CH2:16]2)[cH:3][cH:4][cH:5][cH:6][cH:26]1>>[O:7]=[C:8]([NH:9][CH2:10][CH:11]1[CH2:12][CH2:13][C:14]([c:17]2[cH:18][cH:19][cH:20][cH:21][cH:22]2)([N:23]([CH3:24])[CH3:25])[CH2:15][CH2:16]1)[N:40]1[CH2:39][CH2:38][CH:37]([c:31]2[c:30]3[cH:29][c:28]([Cl:27])[cH:36][cH:35][c:34]3[nH:33][cH:32]2)[CH2:42][CH2:41]1. Starting materials: CC(=O)O[BH-](OC(C)=O)OC(C)=O, O=C([O-])O, CC(=O)O, ClC(Cl)Cl, ClCCl, Cc1cc(=O)n(CC=O)c2cc(F)ccc12, [Na+], [Na+], CC(C)(C)OC(=O)N(Cc1ccc2c(c1)OCCO2)C1CCNCC1, O. The product is Cc1cc(=O)n(CCN2CCC(N(Cc3ccc4c(c3)OCCO4)C(=O)OC(C)(C)C)CC2)c2cc(F)ccc12. RXN SMILES: [C:42]([O:43][BH-:44]([O:45][C:46](=[O:47])[CH3:48])[O:49][C:50](=[O:51])[CH3:52])(=[O:53])[CH3:54].[C:56](=[O:57])([O-:58])[OH:59].[CH3:66][C:67](=[O:68])[OH:69].[CH:61]([Cl:62])([Cl:63])[Cl:64].[Cl:70][CH2:71][Cl:72].[F:1][c:2]1[cH:3][cH:4][c:5]2[c:6]([CH3:16])[cH:7][c:8](=[O:15])[n:9]([CH2:12][CH:13]=[O:14])[c:10]2[cH:11]1.[Na+:55].[Na+:60].[O:17]1[CH2:18][CH2:19][O:20][c:21]2[c:22]1[cH:23][cH:24][c:25]([CH2:27][N:28]([C:29]([O:30][C:31]([CH3:32])([CH3:33])[CH3:34])=[O:35])[CH:36]1[CH2:37][CH2:38][NH:39][CH2:40][CH2:41]1)[cH:26]2.[OH2:65]>>[F:1][c:2]1[cH:3][cH:4][c:5]2[c:6]([CH3:16])[cH:7][c:8](=[O:15])[n:9]([CH2:12][CH2:13][N:39]3[CH2:38][CH2:37][CH:36]([N:28]([CH2:27][c:25]4[cH:24][cH:23][c:22]5[c:21]([cH:26]4)[O:20][CH2:19][CH2:18][O:17]5)[C:29]([O:30][C:31]([CH3:32])([CH3:33])[CH3:34])=[O:35])[CH2:41][CH2:40]3)[c:10]2[cH:11]1. Reactants: CN(C)CC1=NC2=C(N1C(C(=O)O)CCCCCC)C=CC(=C2)C2=C(C=CC=C2)C=2N=NNN2 (2-[2-Dimethylaminomethyl-5-[2-(2H-tetrazol-5-yl)phenyl]-1H-benzimidazol-1-yl]octanoic acid), N1CCCC1 (pyrrolidine). The solvent is C1CCOC1 (THF). Product: C(#N)C1=C(C=CC=C1)C1=CC2=C(NC(=N2)CN2CCCC2)C=C1 (5-(2-Cyanophenyl)-2-(1-pyrrolidinomethyl)-1H-benzimidazole). The yield is 84.6%. Reaction SMILES: C[N:2]([CH2:4][C:5]1[N:9](C(CCCCCC)C(O)=O)[C:8]2[CH:20]=[CH:21][C:22]([C:24]3[CH:29]=[CH:28][CH:27]=[CH:26][C:25]=3[C:30]3[N:31]=NNN=3)=[CH:23][C:7]=2[N:6]=1)[CH3:3].N1C[CH2:38][CH2:37][CH2:36]1>C1COCC1>[C:30]([C:25]1[CH:26]=[CH:27][CH:28]=[CH:29][C:24]=1[C:22]1[CH:21]=[CH:20][C:8]2[NH:9][C:5]([CH2:4][N:2]3[CH2:3][CH2:38][CH2:37][CH2:36]3)=[N:6][C:7]=2[CH:23]=1)#[N:31]. Reported procedure: 2-Chloromethyl-5-2-cyanophenyl)-1H-benzimidazole (2.28 mmoles, 0.54 g--see Example 35) and pyrrolidine (5.26 mole, 0.375 g.) were dissolved in THF and stirred at room temperature. The solvents were removed in vacuo. The residue was dissolved in ethyl acetate, washed with water, and concentrated to yield 0.583 g of 5-(2-Cyanophenyl)-2-(1-pyrrolidinomethyl)-1H-benzimidazole.